Dataset: the Open Reaction Database (ORD), a public repository of structured organic reaction records. Task: describe an organic reaction: reactants, conditions, products, and yield Starting materials: ClC=1C=C(C=O)C=C(C1O)Cl (3,5-dichloro-4-hydroxybenzaldehyde), C(C)O (Ethanol), C(=O)([O-])[O-].[K+].[K+] (K2CO3), C(C)OC(CBr)=O (ethylbromoacetate). Run in CC(=O)C (acetone). The product is ClC=1C(OCC(=O)OCC)C(C=C(C1)C=O)(OC)Cl (Ethyl 2-(2,6 dichloro-4-formyl-6-methoxyphenoxy)acetate). Isolated yield 53.4%. As a reaction SMILES: [Cl:1][C:2]1[CH:3]=[C:4]([CH:7]=[C:8]([Cl:11])[C:9]=1[OH:10])[CH:5]=[O:6].[C:12]([O-])([O-])=[O:13].[K+].[K+].[CH2:18]([O:20][C:21](=[O:24])[CH2:22]Br)[CH3:19].C(O)C>CC(C)=O>[Cl:1][C:2]1[CH:9]([C:8]([Cl:11])([O:13][CH3:12])[CH:7]=[C:4]([CH:5]=[O:6])[CH:3]=1)[O:10][CH2:22][C:21]([O:20][CH2:18][CH3:19])=[O:24] |f:1.2.3|. Procedure details: The compound was prepared according to general procedure E with 3,5-dichloro-4-hydroxybenzaldehyde (1.6 mmol) in dry acetone (15 ml), anhydrous K2CO3 (2.1 mmol), and ethylbromoacetate (2.4 mmol) at reflux for 1 h. Ethanol was added and evaporated by azeotropic distillation with ethylbromoacetate. 354 mg of crude product were obtained and purified by silica gel chromatography (eluent dichloromethane). 264 mg of purified compound were obtained (60% yield). 1H NMR (500 MHz, CD3COCD3): δ 1.32 (t, J=... Reactants: C1(=CC=C(C=C1)S(=O)(=O)OC[C@@H](CCC=1C=NC=CC1)O[Si](C)(C)C(C)(C)C)C ((2R)-2-(tert-butyldimethylsilyloxy)-4-(3-pyridyl)-1-butyl para-toluenesulfonate), [F-].C(CCC)[N+](CCCC)(CCCC)CCCC (tetrabutylammonium fluoride), [H-].[Na+] (sodium hydride), C1(CC1)COC=1C=C2C=CC(=C(C2=CC1)F)O (6-cyclopropylmethoxy-1-fluoro-2-hydroxynaphthalene). Solvent: CN(C=O)C (dimethylformamide), O (water), O1CCCC1 (tetrahydrofuran). Run at time 2 hour. Yields the product C1(CC1)COC=1C=C2C=CC(=C(C2=CC1)F)OC[C@@H](CCC=1C=NC=CC1)O ((2R)-1-[6-(Cyclopropylmethoxy)-1-fluoro-2-naphthyloxy]-4-(3-pyridyl)-2-butanol). The yield is 40.9%. As a reaction SMILES: C1(C)C=CC(S([O:10][CH2:11][C@H:12]([O:21][Si](C(C)(C)C)(C)C)[CH2:13][CH2:14][C:15]2[CH:16]=[N:17][CH:18]=[CH:19][CH:20]=2)(=O)=O)=CC=1.[H-].[Na+].[CH:32]1([CH2:35][O:36][C:37]2[CH:38]=[C:39]3[C:44](=[CH:45][CH:46]=2)[C:43]([F:47])=[C:42](O)[CH:41]=[CH:40]3)[CH2:34][CH2:33]1.[F-].C([N+](CCCC)(CCCC)CCCC)CCC>CN(C)C=O.O1CCCC1.O>[CH:32]1([CH2:35][O:36][C:37]2[CH:38]=[C:39]3[C:44](=[CH:45][CH:46]=2)[C:43]([F:47])=[C:42]([O:10][CH2:11][C@H:12]([OH:21])[CH2:13][CH2:14][C:15]2[CH:16]=[N:17][CH:18]=[CH:19][CH:20]=2)[CH:41]=[CH:40]3)[CH2:33][CH2:34]1 |f:1.2,4.5|. Procedure: Prepared according to the method described in Example 26e) from (2R)-2-(tert-butyldimethylsilyloxy)-4-(3-pyridyl)-1-butyl para-toluenesulfonate (0.215 g), sodium hydride (60% dispersion in mineral oil, 0.02 g) and 6-cyclopropylmethoxy-1-fluoro-2-hydroxynaphthalene (0.115 g) in dimethylformamide (3 ml). The adduct was dissolved in tetrahydrofuran (5 ml) and tetrabutylammonium fluoride (0.25 g) was added. The reaction was stirred at room temperature for 2 hours and was then poured into water and e... Starting materials: [Cl-].[NH4+] (ammonium chloride), BrC=1SC(=CN1)C=O (2-bromo-thiazole-5-carbaldehyde), solution, C(C)[Mg]Br (ethylmagnesium bromide). Solvent: C1CCOC1 (THF), C(C)OCC (diethyl ether), CCOC(=O)C (EtOAc). Reaction conditions: time 18 hour. Yields the product BrC=1SC(=CN1)C(CC)O (1-(2-bromo-thiazol-5-yl)-propan-1-ol). RXN SMILES: [Br:1][C:2]1[S:3][C:4]([CH:7]=[O:8])=[CH:5][N:6]=1.[CH2:9]([Mg]Br)[CH3:10].[Cl-].[NH4+]>C1COCC1.C(OCC)C.CCOC(C)=O>[Br:1][C:2]1[S:3][C:4]([CH:7]([OH:8])[CH2:9][CH3:10])=[CH:5][N:6]=1 |f:2.3|. Procedure: To a solution of 2-bromo-thiazole-5-carbaldehyde (1.00 g, 5.21 mmol) in THF (10 mL) was added a 3 M solution of ethylmagnesium bromide (5.00 mL, 15.0 mmol) in diethyl ether. The mixture was stirred for 18 hours. The reaction was poured into saturated aqueous ammonium chloride (100 mL) containing crushed ice and diluted with EtOAc (100 mL). The organic phase was separated, washed with saturated aqueous sodium bicarbonate solution (100 mL), dried over sodium sulfate, filtered and concentrated. The... The reactants are COc1ccccc1Br, CCCCCCN. Product: CCCCCCNc1ccccc1OC. As a reaction SMILES: [Br:1][c:2]1[c:3]([O:8][CH3:9])[cH:4][cH:5][cH:6][cH:7]1.[CH2:10]([CH2:11][CH2:12][CH2:13][CH2:14][CH3:15])[NH2:16]>>[c:2]1([NH:16][CH2:10][CH2:11][CH2:12][CH2:13][CH2:14][CH3:15])[c:3]([O:8][CH3:9])[cH:4][cH:5][cH:6][cH:7]1.